Dataset: the Open Reaction Database (ORD), a public repository of structured organic reaction records. Task: describe an organic reaction: reactants, conditions, products, and yield Starting materials: NC(C(=O)O)(CC1=CC(=C(C=C1)O)O)C (2-amino-2-methyl-3-(3,4-dihydroxyphenyl)propionic acid), N(N)C(C(=O)O)(CC1=CC(=C(C=C1)O)OC)C (2-hydrazino-2-methyl-3-(4-hydroxy-3-methoxyphenyl)propionic acid). Product: NC(C(=O)OCCCC)(CC1=CC(=C(C=C1)O)O)C ((±)-butyl 2-amino-2-methyl-3-(3,4-dihydroxyphenyl)propionate). Yield: 82.0%. Reaction SMILES: [NH2:1][C:2]([CH3:15])([CH2:6][C:7]1[CH:12]=[CH:11][C:10]([OH:13])=[C:9]([OH:14])[CH:8]=1)[C:3]([OH:5])=[O:4].N([C:18](C)([CH2:22][C:23]1C=CC(O)=C(OC)C=1)[C:19](O)=O)N>>[NH2:1][C:2]([CH3:15])([CH2:6][C:7]1[CH:12]=[CH:11][C:10]([OH:13])=[C:9]([OH:14])[CH:8]=1)[C:3]([O:5][CH2:19][CH2:18][CH2:22][CH3:23])=[O:4]. Reported procedure: The procedure of Example 1 is repeated employing 2-amino-2-methyl-3-(3,4-dihydroxyphenyl)propionic acid rather than 2-hydrazino-2-methyl-3-(4-hydroxy-3-methoxyphenyl)propionic acid. The (±)-butyl 2-amino-2-methyl-3-(3,4-dihydroxyphenyl)propionate is obtained in a yield of 82%. The product is recrystallized from acetonitrile (77% yield) to give pure ester: mp 121.5° C. to 122° C.; HPLC analysis (C-18 column, 280 nm, tR =14.5 min) showed >99% purity.